Dataset: the Open Reaction Database (ORD), a public repository of structured organic reaction records. Task: describe an organic reaction: reactants, conditions, products, and yield The reactants are BrCCOCCBr, C1CCOC1, CC(C)[N-]C(C)C, O=C1CSC(NC2CC3CCC2C3)=N1, [Li+]. Product: O=C1N=C(NC2CC3CCC2C3)SC12CCOCC2. Reaction SMILES: [Br:23][CH2:24][CH2:25][O:26][CH2:27][CH2:28][Br:29].[CH2:30]1[O:31][CH2:32][CH2:33][CH2:34]1.[CH3:16][CH:17]([N-:18][CH:19]([CH3:20])[CH3:21])[CH3:22].[CH:1]12[CH:2]([NH:8][C:9]3=[N:13][C:12](=[O:14])[CH2:11][S:10]3)[CH2:3][CH:4]([CH2:5][CH2:6]1)[CH2:7]2.[Li+:15]>>[CH:1]12[CH:2]([NH:8][C:9]3=[N:13][C:12](=[O:14])[C:11]4([S:10]3)[CH2:24][CH2:25][O:26][CH2:27][CH2:28]4)[CH2:3][CH:4]([CH2:5][CH2:6]1)[CH2:7]2. Starting materials: O=C([O-])[O-], COC(=O)COc1cc(O)c(Cl)cc1Cl, [Cs+], [Cs+], O=[N+]([O-])c1cccc(S(=O)(=O)OCC2CO2)c1, CN(C)C=O, O. Yields the product COC(=O)COc1cc(OCC2CO2)c(Cl)cc1Cl. Reaction SMILES: [C:33](=[O:34])([O-:35])[O-:36].[Cl:18][c:19]1[c:20]([O:21][CH2:22][C:23](=[O:24])[O:25][CH3:26])[cH:27][c:28]([OH:32])[c:29]([Cl:31])[cH:30]1.[Cs+:37].[Cs+:38].[O:1]1[CH:2]([CH2:4][O:5][S:6]([c:7]2[cH:8][cH:9][cH:10][c:11]([N+:12]([O-:13])=[O:14])[cH:15]2)(=[O:16])=[O:17])[CH2:3]1.[O:40]=[CH:41][N:42]([CH3:43])[CH3:44].[OH2:39]>>[O:1]1[CH:2]([CH2:4][O:32][c:28]2[cH:27][c:20]([O:21][CH2:22][C:23](=[O:24])[O:25][CH3:26])[c:19]([Cl:18])[cH:30][c:29]2[Cl:31])[CH2:3]1. Starting materials: O=N[O-], CC(C)CC(N)C(=O)O, [Na+], O, O=S(=O)(O)O. The product is CC(C)CC(O)C(=O)O. As a reaction SMILES: [N:10](=[O:11])[O-:12].[NH2:1][CH:2]([CH2:3][CH:4]([CH3:5])[CH3:6])[C:7](=[O:8])[OH:9].[Na+:13].[OH2:19].[S:14](=[O:15])(=[O:16])([OH:17])[OH:18]>>[CH:2]([CH2:3][CH:4]([CH3:5])[CH3:6])([C:7](=[O:8])[OH:9])[OH:11]. Reported procedure: To tert butyl 2-{4-(methyl)phenyl}-2,2-difluoroacetate(see X. Creary, J. Org. Chem. 1987, 52, 5026) (4.8 g) in CC14 (80 mL) was added NBS (3.8 g), followed by benzoyl peroxide (100 mg). The reaction mixture was heated at reflux and was irradiated with a sun lamp for 1.5 h. The mixture was cooled down and diluted with hexane (50 mL) purified by filtration on a pad of silica gel. The filtrate was concentrated to give the title product for step 2 as a yellow-brown liquid (6.4 g) 1H NMR δ: (CD3COCD3... The product is BrCC1=CC=C(C=C1)C(C(=O)OC(C)(C)C)(F)F (tert-Butyl 2-{4-(bromomethyl)phenyl}-2,2-difluoroacetate), liquid. The solvent is CCCCCC (hexane). Starting materials: C(C1=CC=CC=C1)(=O)OOC(C1=CC=CC=C1)=O (benzoyl peroxide), CC1=CC=C(C=C1)C(C(=O)OC(C)(C)C)(F)F (tert butyl 2-{4-(methyl)phenyl}-2,2-difluoroacetate), C1CC(=O)N(C1=O)Br (NBS). Reaction SMILES: [CH3:1][C:2]1[CH:7]=[CH:6][C:5]([C:8]([F:17])([F:16])[C:9]([O:11][C:12]([CH3:15])([CH3:14])[CH3:13])=[O:10])=[CH:4][CH:3]=1.C1C(=O)N([Br:25])C(=O)C1.C(OOC(=O)C1C=CC=CC=1)(=O)C1C=CC=CC=1>CCCCCC>[Br:25][CH2:1][C:2]1[CH:3]=[CH:4][C:5]([C:8]([F:16])([F:17])[C:9]([O:11][C:12]([CH3:14])([CH3:13])[CH3:15])=[O:10])=[CH:6][CH:7]=1. The reactants are CC[SiH](CC)CC, ClCCl, O=C(O)C(F)(F)F, O=C(NCc1ccccn1)c1c2c(c(OC(c3ccccc3)c3ccccc3)c3ncccc13)C(=O)N(Cc1ccc(F)cc1)C2. Product: O=C(NCc1ccccn1)c1c2c(c(O)c3ncccc13)C(=O)N(Cc1ccc(F)cc1)C2. Reaction SMILES: [CH2:47]([SiH:48]([CH2:49][CH3:50])[CH2:51][CH3:52])[CH3:53].[Cl:61][CH2:62][Cl:63].[OH:54][C:55]([C:56]([F:57])([F:58])[F:59])=[O:60].[n:1]1[c:2]([CH2:7][NH:8][C:9](=[O:10])[c:11]2[c:12]3[cH:13][cH:14][cH:15][n:16][c:17]3[c:18]([O:33][CH:34]([c:35]3[cH:36][cH:37][cH:38][cH:39][cH:40]3)[c:41]3[cH:42][cH:43][cH:44][cH:45][cH:46]3)[c:19]3[c:20]2[CH2:21][N:22]([CH2:25][c:26]2[cH:27][cH:28][c:29]([F:32])[cH:30][cH:31]2)[C:23]3=[O:24])[cH:3][cH:4][cH:5][cH:6]1>>[n:1]1[c:2]([CH2:7][NH:8][C:9](=[O:10])[c:11]2[c:12]3[cH:13][cH:14][cH:15][n:16][c:17]3[c:18]([OH:33])[c:19]3[c:20]2[CH2:21][N:22]([CH2:25][c:26]2[cH:27][cH:28][c:29]([F:32])[cH:30][cH:31]2)[C:23]3=[O:24])[cH:3][cH:4][cH:5][cH:6]1.